Dataset: the Open Reaction Database (ORD), a public repository of structured organic reaction records. Task: describe an organic reaction: reactants, conditions, products, and yield Starting materials: Cl, CCOC(=O)c1cnc(N2CCOCC2)nc1, O. The product is O=C(O)c1cnc(N2CCOCC2)nc1. RXN SMILES: [ClH:18].[O:1]1[CH2:2][CH2:3][N:4]([c:7]2[n:8][cH:9][c:10]([C:13](=[O:14])[O:15][CH2:16][CH3:17])[cH:11][n:12]2)[CH2:5][CH2:6]1.[OH2:19]>>[O:1]1[CH2:2][CH2:3][N:4]([c:7]2[n:8][cH:9][c:10]([C:13](=[O:14])[OH:15])[cH:11][n:12]2)[CH2:5][CH2:6]1.